Dataset: the Open Reaction Database (ORD), a public repository of structured organic reaction records. Task: describe an organic reaction: reactants, conditions, products, and yield The reactants are CN(C)CC(=O)O, CN(C)C=O, CCN(C(C)C)C(C)C, Nc1ccc(Cc2nc3c([nH]2)c(=O)n(Cc2ccccc2F)c(=O)n3CC2CC2)cc1. Product: CN(C)CC(=O)Nc1ccc(Cc2nc3c([nH]2)c(=O)n(Cc2ccccc2F)c(=O)n3CC2CC2)cc1. As a reaction SMILES: [CH3:32][N:33]([CH3:34])[CH2:35][C:36](=[O:37])[OH:38].[CH3:48][N:49]([CH3:50])[CH:51]=[O:52].[CH:39]([N:40]([CH2:41][CH3:42])[CH:43]([CH3:44])[CH3:45])([CH3:46])[CH3:47].[NH2:1][c:2]1[cH:3][cH:4][c:5]([CH2:6][c:7]2[n:8][c:9]3[n:10]([CH2:26][CH:27]4[CH2:28][CH2:29]4)[c:11](=[O:25])[n:12]([CH2:17][c:18]4[c:19]([F:24])[cH:20][cH:21][cH:22][cH:23]4)[c:13](=[O:16])[c:14]3[nH:15]2)[cH:30][cH:31]1>>[NH:1]([c:2]1[cH:3][cH:4][c:5]([CH2:6][c:7]2[n:8][c:9]3[n:10]([CH2:26][CH:27]4[CH2:28][CH2:29]4)[c:11](=[O:25])[n:12]([CH2:17][c:18]4[c:19]([F:24])[cH:20][cH:21][cH:22][cH:23]4)[c:13](=[O:16])[c:14]3[nH:15]2)[cH:30][cH:31]1)[C:36]([CH2:35][N:33]([CH3:32])[CH3:34])=[O:37]. RXN SMILES: [CH3:27][CH2:28][O:29][C:30](=[O:31])[CH3:32].[ClH:26].[F:1][c:2]1[c:3](-[c:8]2[n:9][c:10]([N:13]3[CH2:14][CH2:15][N:16]([C:19]([O:20][C:21]([CH3:22])([CH3:23])[CH3:24])=[O:25])[CH2:17][CH2:18]3)[s:11][cH:12]2)[cH:4][cH:5][cH:6][cH:7]1>>[F:1][c:2]1[c:3](-[c:8]2[n:9][c:10]([N:13]3[CH2:14][CH2:15][NH:16][CH2:17][CH2:18]3)[s:11][cH:12]2)[cH:4][cH:5][cH:6][cH:7]1. Product: Fc1ccccc1-c1csc(N2CCNCC2)n1. Reactants: CCOC(C)=O, Cl, CC(C)(C)OC(=O)N1CCN(c2nc(-c3ccccc3F)cs2)CC1. Product: N[C@H](C(O)(C1=CC=CC=C1)C1=CC=CC=C1)C(C)C ((S)-2-amino-1,1-diphenyl-3-methyl-1-butanol). The yield is 35.9%. Reactants: Cl.COC([C@@H](N)C(C)C)=O (L-Valine methyl ester hydrochloride), solution, C1(=CC=CC=C1)[Mg]Br (phenylmagnesium bromide). The solvent is C1CCOC1 (THF). As a reaction SMILES: Cl.C[O:3][C:4](=O)[C@H:5]([CH:7]([CH3:9])[CH3:8])[NH2:6].[C:11]1([Mg]Br)[CH:16]=[CH:15][CH:14]=[CH:13][CH:12]=1>C1COCC1>[NH2:6][C@@H:5]([CH:7]([CH3:9])[CH3:8])[C:4]([C:11]1[CH:16]=[CH:15][CH:14]=[CH:13][CH:12]=1)([C:11]1[CH:16]=[CH:15][CH:14]=[CH:13][CH:12]=1)[OH:3] |f:0.1|. Reported procedure: L-Valine methyl ester hydrochloride (9.9 g, 59.06 mmol) was added portionwise to a 1.0 M solution of phenylmagnesium bromide (108.8 g, 0.6 mol) in THF at 0° C. and heated at reflux for 20 h. After quenching with crushed ice and NH4Cl salt, the organic layer was separated, washed with brine and concentrated under reduced pressure. The resulting solid was treated with HCl (2.0 M, 100 ml) and then evaporated to dryness under reduced pressure. Impurities precipitated out as a white solid, when the a... Reactants: CC([C@@H](C(=O)NC)NC(=O)N1N=C(C=2CN(CCC21)C)C2=C(C=C(C(=C2)F)F)F)(C)C ((S)-N-(3,3-dimethyl-1-(methylamino)-1-oxobutan-2-yl)-5-methyl-3-(2,4,5-trifluorophenyl)-4,5,6,7-tetrahydro-1H-pyrazolo[4,3-c]pyridine-1-carboxamide), FC=1C=C(C=CC1F)C1=NNC2=C1CN(CC2)C(=O)OC(C)(C)C (tert-butyl 3-(3,4-difluorophenyl)-6,7-dihydro-1H-pyrazolo[4,3-c]pyridine-5(4H)-carboxylate), intermediate 25. The product is FC=1C=C(C=CC1F)C1=NN(C2=C1CN(CC2)C)C(=O)N[C@H](C(=O)N2C[C@H](CC2)O)C(C)(C)C (3-(3,4-difluorophenyl)-N-((S)-1-((S)-3-hydroxypyrrolidin-1-yl)-3,3-dimethyl-1-oxobutan-2-yl)-5-methyl-4,5,6,7-tetrahydro-1H-pyrazolo[4,3-c]pyridine-1-carboxamide). RXN SMILES: [CH3:1][C:2]([CH3:31])([CH3:30])[C@H:3]([NH:8][C:9]([N:11]1[C:19]2[CH2:18][CH2:17][N:16]([CH3:20])[CH2:15][C:14]=2[C:13]([C:21]2[CH:26]=[C:25]([F:27])[C:24]([F:28])=[CH:23][C:22]=2F)=[N:12]1)=[O:10])[C:4]([NH:6][CH3:7])=[O:5].FC1C=C(C2C3CN(C([O:51][C:52](C)([CH3:54])[CH3:53])=O)CCC=3NN=2)C=CC=1F>>[F:27][C:25]1[CH:26]=[C:21]([C:13]2[C:14]3[CH2:15][N:16]([CH3:20])[CH2:17][CH2:18][C:19]=3[N:11]([C:9]([NH:8][C@@H:3]([C:2]([CH3:30])([CH3:31])[CH3:1])[C:4]([N:6]3[CH2:7][CH2:54][C@H:52]([OH:51])[CH2:53]3)=[O:5])=[O:10])[N:12]=2)[CH:22]=[CH:23][C:24]=1[F:28]. Procedure details: Compound 47 was prepared according to the procedure described for the synthesis of compound 37 by replacing intermediate 19 with intermediate 15, and replacing tert-leucine methylamide with intermediate 25. LCMS (+ESI) m/z=476.3 [M+H]+. Starting materials: BrC1=CN=C2N1C1=CC=C(C=C1N=C2NCCCO)OC(F)(F)F (3-(1-Bromo-7-trifluoromethoxy-imidazo[1,2-a]quinoxalin-4-ylamino)-propan-1-ol), [Cu](C#N)C#N (copper cyanide). Run in CN1C(CCC1)=O (N-methylpyrrolidone). Run at temperature 160 celsius. The product is OCCCNC=1C=2N(C3=CC=C(C=C3N1)OC(F)(F)F)C(=CN2)C#N (4-(3-Hydroxy-propylamino)-7-trifluoromethoxy-imidazo[1,2-a]quinoxaline-1-carbonitrile). RXN SMILES: Br[C:2]1[N:6]2[C:7]3[C:12]([N:13]=[C:14]([NH:15][CH2:16][CH2:17][CH2:18][OH:19])[C:5]2=[N:4][CH:3]=1)=[CH:11][C:10]([O:20][C:21]([F:24])([F:23])[F:22])=[CH:9][CH:8]=3.[Cu](C#N)[C:26]#[N:27]>CN1CCCC1=O>[OH:19][CH2:18][CH2:17][CH2:16][NH:15][C:14]1[C:5]2[N:6]([C:2]([C:26]#[N:27])=[CH:3][N:4]=2)[C:7]2[C:12]([N:13]=1)=[CH:11][C:10]([O:20][C:21]([F:24])([F:23])[F:22])=[CH:9][CH:8]=2. Procedure details: To a stirred solution of 3-(1-Bromo-7-trifluoromethoxy-imidazo[1,2-a]quinoxalin-4-ylamino)-propan-1-ol (1.00 g; 2.47 mmol; 1 eq) prepared as in example 51 step 2 in degassed N-methylpyrrolidone (10 mL) are successively added under argon tetrakis-triphenylphosphine palladium (570 mg; 0.49 mmol; 0.2 eq) and copper cyanide (885 mg; 9.90 mmol; 4 eq). The resulting solution is then heated at 160° C. for 3 hours until reaction is complete on TLC. The mixture is then quenched with an aqueous solution s... The reactants are ClC=1C=C(CN2C=C(C(C3=CC=CC=C23)=O)C(=O)C=2C=NC(=CC2)Cl)C=CC1 (1-(3-chloro-benzyl)-3-(6-chloro-pyridine-3-carbonyl)-1H-quinolin-4-one), C[O-].[Na+] (sodium methoxide). Solvent: CO (methanol). Yields the product ClC=1C=C(CN2C=C(C(C3=CC=CC=C23)=O)C(=O)C=2C=NC(=CC2)OC)C=CC1 (1-(3-Chloro-benzyl)-3-(6-methoxy-pyridine-3-carbonyl)-1H-quinolin-4-one). The yield is 89.5%. RXN SMILES: [Cl:1][C:2]1[CH:3]=[C:4]([CH:26]=[CH:27][CH:28]=1)[CH2:5][N:6]1[C:15]2[C:10](=[CH:11][CH:12]=[CH:13][CH:14]=2)[C:9](=[O:16])[C:8]([C:17]([C:19]2[CH:20]=[N:21][C:22](Cl)=[CH:23][CH:24]=2)=[O:18])=[CH:7]1.[CH3:29][O-:30].[Na+]>CO>[Cl:1][C:2]1[CH:3]=[C:4]([CH:26]=[CH:27][CH:28]=1)[CH2:5][N:6]1[C:15]2[C:10](=[CH:11][CH:12]=[CH:13][CH:14]=2)[C:9](=[O:16])[C:8]([C:17]([C:19]2[CH:20]=[N:21][C:22]([O:30][CH3:29])=[CH:23][CH:24]=2)=[O:18])=[CH:7]1 |f:1.2|. Procedure details: Experimental conditions analogous to those described for Step 6 of Example 60, from 151 mg (0.37 mmol) of 1-(3-chloro-benzyl)-3-(6-chloro-pyridine-3-carbonyl)-1H-quinolin-4-one and 170 mg (3.15 mmol) of sodium methoxide were stirred in 2 mL of dry methanol in a sealed vessel at 75° C. for 2 h. The reaction mixture was evaporated and purified by flash chromatography to give 134 mg of a white powder. LC-MSD, m/z for C23H17ClN2O3 [M+H]+=405.1, 407.1; HPLC retention time: 2.3 min. Starting materials: CC1(C(C(C2C(CCC=C12)O)(C)C)C)C (1,1,2,3,3-Pentamethyl-tetrahydro-4-indanol), C(C)OCCl (ethoxy methyl chloride). The solvent is C(C)(C)[N-]C(C)C.[Li+] (LDA), C(C)(C)[N-]C(C)C.[Li+] (lithium diisopropyl amide). Reaction conditions: temperature 0 celsius, time 30 minute. The product is CC1(C(C(C2C(CCCC12)OCOCC)(C)C)C)C (1,1,2,3,3-pentamethyl-hexahydro-4-(ethoxymethoxy)-1H-indene). The yield is 60.0%. Reaction SMILES: [CH3:1][C:2]1([CH3:15])[C:10]2[CH:5]([CH:6]([OH:11])[CH2:7][CH2:8][CH:9]=2)[C:4]([CH3:13])([CH3:12])[CH:3]1[CH3:14].[CH2:16]([O:18][CH2:19]Cl)[CH3:17]>C([N-]C(C)C)(C)C.[Li+]>[CH3:1][C:2]1([CH3:15])[CH:10]2[CH:5]([CH:6]([O:11][CH2:19][O:18][CH2:16][CH3:17])[CH2:7][CH2:8][CH2:9]2)[C:4]([CH3:13])([CH3:12])[CH:3]1[CH3:14] |f:2.3|. Procedure: A reaction flask was charged with 100 mL of lithium diisopropyl amide (LDA, available from Aldrich Chemical Company) (2M in heptane/THF) and cooled to 0° C. 1,1,2,3,3-Pentamethyl-tetrahydro-4-indanol, as described in U.S. Pat. No. 3,636,165, 40 g (0.19 mole) was added in portions to the LDA solution. The reaction was aged 30 minutes then 18.5 g (0.2 mole) of ethoxy methyl chloride was added to the reaction mass at 0° C. The mass was allowed to exotherm to 25° C. The reaction was quenched with 10... Starting materials: C1(=CC=CC=C1)P(C1=CC=CC=C1)C1=CC=CC=C1 (triphenylphosphine), N(=NC(=O)OCC)C(=O)OCC (diethyl azodicarboxylate), C(C)(C)(C)OC(=O)N[C@@H](CO)C ((R)-2-t-butoxycarbonylamino-1-propanol), C(C)(C)(C)OC(=O)N[C@@H](CO)C ((R)-2-t-butoxycarbonylamino-1-propanol), N(=NC(=O)OCC)C(=O)OCC (diethyl azodicarboxylate), C1(=CC=CC=C1)P(C1=CC=CC=C1)C1=CC=CC=C1 (triphenylphosphine), OC1=CC=C(CC2C(N(C(S2)=O)C(C2=CC=CC=C2)(C2=CC=CC=C2)C2=CC=CC=C2)=O)C=C1 (5-(4-hydroxybenzyl)-3-triphenylmethylthiazolidine-2,4-dione). The solvent is C1=CC=CC=C1 (benzene). Reaction conditions: time 30 minute. The product is C(C)(C)(C)OC(=O)N[C@@H](COC1=CC=C(CC2C(N(C(S2)=O)C(C2=CC=CC=C2)(C2=CC=CC=C2)C2=CC=CC=C2)=O)C=C1)C (5-{4-[2(R)-t-butoxycarbonylamino-1-propoxy]benzyl}-3-triphenylmethylthiazolidine-2,4-dione). Isolated yield 64.1%. As a reaction SMILES: N(C(OCC)=O)=NC(OCC)=O.C1(P(C2C=CC=CC=2)C2C=CC=CC=2)C=CC=CC=1.[OH:32][C:33]1[CH:65]=[CH:64][C:36]([CH2:37][CH:38]2[S:42][C:41](=[O:43])[N:40]([C:44]([C:57]3[CH:62]=[CH:61][CH:60]=[CH:59][CH:58]=3)([C:51]3[CH:56]=[CH:55][CH:54]=[CH:53][CH:52]=3)[C:45]3[CH:50]=[CH:49][CH:48]=[CH:47][CH:46]=3)[C:39]2=[O:63])=[CH:35][CH:34]=1.[C:66]([O:70][C:71]([NH:73][C@H:74]([CH3:77])[CH2:75]O)=[O:72])([CH3:69])([CH3:68])[CH3:67]>C1C=CC=CC=1>[C:66]([O:70][C:71]([NH:73][C@H:74]([CH3:77])[CH2:75][O:32][C:33]1[CH:34]=[CH:35][C:36]([CH2:37][CH:38]2[S:42][C:41](=[O:43])[N:40]([C:44]([C:57]3[CH:58]=[CH:59][CH:60]=[CH:61][CH:62]=3)([C:45]3[CH:50]=[CH:49][CH:48]=[CH:47][CH:46]=3)[C:51]3[CH:56]=[CH:55][CH:54]=[CH:53][CH:52]=3)[C:39]2=[O:63])=[CH:64][CH:65]=1)=[O:72])([CH3:69])([CH3:68])[CH3:67]. Procedure: 13.2 g of diethyl azodicarboxylate were added dropwise to a solution of 20.7 g of triphenylphosphine in 300 ml of benzene, whilst ice-cooling. The mixture was then stirred at room temperature for 30 minutes, after which 35.0 g of 5-(4-hydroxybenzyl)-3-triphenylmethylthiazolidine-2,4-dione [prepared as described in Preparation 11] were added. The mixture was then stirred at room temperature for one hour, after which 13.2 g of (R)-2-t-butoxycarbonylamino-1-propanol were added to the mixture and th...